This data is from the Open Reaction Database (ORD), a public repository of structured organic reaction records. The task is: describe an organic reaction: reactants, conditions, products, and yield Reactants: S1C(=CSCC1)C(=O)O (5,6-dihydro-1,4-dithiin-2-carboxylic acid), N,N'-carbonyldiimidazole, NC1=NC2=NC(=CC=C2C=C1)OC1=CC=CC=C1 (2-amino-7-phenoxy-1,8-naphthyridine). Product: O(C1=CC=CC=C1)C1=CC=C2C=CC(=NC2=N1)NC(=O)C=1SCCSC1 (N-(7-Phenoxy-1,8-naphthyridin-2-yl)-5,6-dihydro-1,4-dithiin-2carboxamide). Yield: 78.4%. Reaction SMILES: [S:1]1[CH2:6][CH2:5][S:4][CH:3]=[C:2]1[C:7]([OH:9])=O.[NH2:10][C:11]1[CH:20]=[CH:19][C:18]2[C:13](=[N:14][C:15]([O:21][C:22]3[CH:27]=[CH:26][CH:25]=[CH:24][CH:23]=3)=[CH:16][CH:17]=2)[N:12]=1>>[O:21]([C:15]1[N:14]=[C:13]2[C:18]([CH:19]=[CH:20][C:11]([NH:10][C:7]([C:2]3[S:1][CH2:6][CH2:5][S:4][CH:3]=3)=[O:9])=[N:12]2)=[CH:17][CH:16]=1)[C:22]1[CH:23]=[CH:24][CH:25]=[CH:26][CH:27]=1. Procedure details: The procedure is similar to that described in Example 2, but starting with 5,6-dihydro-1,4-dithiin-2-carboxylic acid (10.9 g), N,N'-carbonyldiimidazole (10.9 g) and 2-amino-7-phenoxy-1,8-naphthyridine (11.9 g), and heating for 18 hours under reflux. The product obtained, after precipitation in water, washing with water and drying (18 g; m.p. approximately 240° C.), is purified by recrystallization in dimethylformamide (150 cc). N-(7-Phenoxy-1,8-naphthyridin-2-yl)-5,6-dihydro-1,4-dithiin-2carboxa... Reactants: COC(=O)c1ccc(Br)c(O)c1, [H-], CS(=O)(=O)NCCI, [Na+], CN(C)C=O. Product: COC(=O)c1ccc(Br)c(OCCNS(C)(=O)=O)c1. RXN SMILES: [Br:1][c:2]1[c:3]([OH:12])[cH:4][c:5]([C:6](=[O:7])[O:8][CH3:9])[cH:10][cH:11]1.[H-:21].[I:13][CH2:14][CH2:15][NH:16][S:17](=[O:18])(=[O:19])[CH3:20].[Na+:22].[O:23]=[CH:24][N:25]([CH3:26])[CH3:27]>>[Br:1][c:2]1[c:3]([O:12][CH2:14][CH2:15][NH:16][S:17](=[O:18])(=[O:19])[CH3:20])[cH:4][c:5]([C:6](=[O:7])[O:8][CH3:9])[cH:10][cH:11]1. The reactants are residue, C(=O)(C(F)(F)F)O (TFA), ClC=1C=C(C=CC1CO)O (3-chloro-4-(hydroxymethyl)phenol), C(#N)C=1C=C(C=CC1F)S(=O)(=O)N(C1=NC=C(C=C1)F)CC1=C(C=C(C=C1)OC)OC (3-cyano-N-(2,4-di methoxybenzyl)-4-fluoro-N-(5-fluoropyridin-2-yl)benzenesulfonamide), C([O-])([O-])=O.[K+].[K+] (potassium carbonate). Run in CO (MeOH), C(Cl)Cl (DCM), CCOC(=O)C (EtOAc), O (Water), CS(=O)C (DMSO). Conditions: time 72 hour. Product: ClC=1C=C(OC2=C(C=C(C=C2)S(=O)(=O)NC2=NC=C(C=C2)F)C#N)C=CC1CO (4-[3-chloro-4-(hydroxymethyl)phenoxy]-3-cyano-N-(5-fluoropyridin-2-yl)benzenesulfonamide). Isolated yield 26.2%. As a reaction SMILES: [Cl:1][C:2]1[CH:3]=[C:4]([OH:10])[CH:5]=[CH:6][C:7]=1[CH2:8][OH:9].[C:11]([C:13]1[CH:14]=[C:15]([S:20]([N:23](CC2C=CC(OC)=CC=2OC)[C:24]2[CH:29]=[CH:28][C:27]([F:30])=[CH:26][N:25]=2)(=[O:22])=[O:21])[CH:16]=[CH:17][C:18]=1F)#[N:12].C(=O)([O-])[O-].[K+].[K+].C(O)(C(F)(F)F)=O>CS(C)=O.C(Cl)Cl.CO.CCOC(C)=O.O>[Cl:1][C:2]1[CH:3]=[C:4]([CH:5]=[CH:6][C:7]=1[CH2:8][OH:9])[O:10][C:18]1[CH:17]=[CH:16][C:15]([S:20]([NH:23][C:24]2[CH:29]=[CH:28][C:27]([F:30])=[CH:26][N:25]=2)(=[O:21])=[O:22])=[CH:14][C:13]=1[C:11]#[N:12] |f:2.3.4|. Reported procedure: To a stirred solution of 3-chloro-4-(hydroxymethyl)phenol (120 mg, 0.54 mmol) and 3-cyano-N-(2,4-di methoxybenzyl)-4-fluoro-N-(5-fluoropyridin-2-yl)benzenesulfonamide (Preparation 18, 100 mg, 0.22 mmol) in DMSO (1.5 mL) was added potassium carbonate (78 mg, 0.56 mmol) and the reaction stirred at room temperature for 72 hours. Water (10 mL) and EtOAc (15 mL) were added and the layers separated. The aqueous phase was extracted with EtOAc. The combined organic extracts were washed with brine, dried...